This data is from the Open Reaction Database (ORD), a public repository of structured organic reaction records. The task is: describe an organic reaction: reactants, conditions, products, and yield The reactants are ClC1=CC=NC2=CC(=C(C=C12)OC)OC (4-Chloro-6,7-dimethoxyquinoline), OC1=CC2=CC=CC=C2C=C1C(=O)OC (methyl 2-hydroxy-3-naphthoate), O (water). The reagents and catalysts are CN(C1=CC=NC=C1)C (4-dimethylaminopyridine). Solvent: ClC1=C(C=CC=C1)Cl (o-dichlorobenzene). Reaction conditions: temperature 150 celsius, time 2 hour. Product: COC=1C=C2C(=CC=NC2=CC1OC)OC=1C(=CC2=CC=CC=C2C1)C(=O)OC (Methyl 3-[(6,7-dimethoxy-4-quinolyl)oxy]naphthalene-2-carboxylate). Isolated yield 4.0%. RXN SMILES: Cl[C:2]1[C:11]2[C:6](=[CH:7][C:8]([O:14][CH3:15])=[C:9]([O:12][CH3:13])[CH:10]=2)[N:5]=[CH:4][CH:3]=1.[OH:16][C:17]1[C:26]([C:27]([O:29][CH3:30])=[O:28])=[CH:25][C:24]2[C:19](=[CH:20][CH:21]=[CH:22][CH:23]=2)[CH:18]=1.O>CN(C)C1C=CN=CC=1.ClC1C=CC=CC=1Cl>[CH3:13][O:12][C:9]1[CH:10]=[C:11]2[C:6](=[CH:7][C:8]=1[O:14][CH3:15])[N:5]=[CH:4][CH:3]=[C:2]2[O:16][C:17]1[C:26]([C:27]([O:29][CH3:30])=[O:28])=[CH:25][C:24]2[C:19]([CH:18]=1)=[CH:20][CH:21]=[CH:22][CH:23]=2. Reported procedure: 4-Chloro-6,7-dimethoxyquinoline (100 mg), methyl 2-hydroxy-3-naphthoate (271 mg), and 4-dimethylaminopyridine (164 mg) were suspended in o-dichlorobenzene (6 ml), and the suspension was stirred at 150° C. for 2 hr. The reaction solution was cooled to room temperature, water was then added to the reaction solution, and the mixture was extracted with ethyl acetate. The ethyl acetate layer was then washed with water and saturated brine and was dried over anhydrous sodium sulfate. The solvent was re... Reactants: Fc1cc(N2CCc3c(Cl)ncnc32)ccc1Br, C1CCOC1, [H-], [Na+], CC(C)OC(=O)N1CCC(O)CC1. The product is CC(C)OC(=O)N1CCC(Oc2ncnc3c2CCN3c2ccc(Br)c(F)c2)CC1. Reaction SMILES: [Br:16][c:17]1[c:18]([F:33])[cH:19][c:20]([N:23]2[CH2:24][CH2:25][c:26]3[c:27]2[n:28][cH:29][n:30][c:31]3[Cl:32])[cH:21][cH:22]1.[CH2:34]1[O:35][CH2:36][CH2:37][CH2:38]1.[H-:15].[Na+:14].[OH:1][CH:2]1[CH2:3][CH2:4][N:5]([C:8](=[O:9])[O:10][CH:11]([CH3:12])[CH3:13])[CH2:6][CH2:7]1>>[O:1]([CH:2]1[CH2:3][CH2:4][N:5]([C:8](=[O:9])[O:10][CH:11]([CH3:12])[CH3:13])[CH2:6][CH2:7]1)[c:31]1[c:26]2[c:27]([n:28][cH:29][n:30]1)[N:23]([c:20]1[cH:19][c:18]([F:33])[c:17]([Br:16])[cH:22][cH:21]1)[CH2:24][CH2:25]2. Starting materials: CC(=O)O[BH-](OC(C)=O)OC(C)=O, CC(=O)O, CN1C2CCC1CC(N)C2, COC(=O)c1cccc2c1c(C=O)nn2C, ClCCl, Cl, Cl, [H-], [Na+], [Na+]. RXN SMILES: [C:31]([O:32][BH-:33]([O:34][C:35](=[O:36])[CH3:37])[O:38][C:39](=[O:40])[CH3:41])(=[O:42])[CH3:43].[CH3:45][C:46](=[O:47])[OH:48].[CH3:5][N:6]1[CH:7]2[CH2:8][CH:9]([NH2:14])[CH2:10][CH:11]1[CH2:12][CH2:13]2.[CH:15](=[O:16])[c:17]1[n:18][n:19]([CH3:30])[c:20]2[cH:21][cH:22][cH:23][c:24]([C:26](=[O:27])[O:28][CH3:29])[c:25]12.[Cl:49][CH2:50][Cl:51].[ClH:3].[ClH:4].[H-:1].[Na+:2].[Na+:44]>>[CH3:5][N:6]1[CH:7]2[CH2:8][CH:9]([NH:14][CH2:15][c:17]3[n:18][n:19]([CH3:30])[c:20]4[cH:21][cH:22][cH:23][c:24]([C:26](=[O:27])[O:28][CH3:29])[c:25]34)[CH2:10][CH:11]1[CH2:12][CH2:13]2. Product: COC(=O)c1cccc2c1c(CNC1CC3CCC(C1)N3C)nn2C. Starting materials: COC=1C=C2C(=CC=NC2=CC1OC)OC1=CC=C(C=C1)N (6,7-Dimethoxy-4-(4-aminophenoxy)quinoline), FC1=C(C=CC=C1)N=C=O (2-fluorophenyl isocyanate). The solvent is C1(=CC=CC=C1)C (toluene). Yields the product FC1=C(C=CC=C1)NC(=O)NC1=CC=C(C=C1)OC1=CC=NC2=CC(=C(C=C12)OC)OC (N-(2-Fluorophenyl)-N'-{4-[(6,7-dimethoxy-4-quinolyl)oxy]phenyl}urea). Isolated yield 73.0%. RXN SMILES: [CH3:1][O:2][C:3]1[CH:4]=[C:5]2[C:10](=[CH:11][C:12]=1[O:13][CH3:14])[N:9]=[CH:8][CH:7]=[C:6]2[O:15][C:16]1[CH:21]=[CH:20][C:19]([NH2:22])=[CH:18][CH:17]=1.[F:23][C:24]1[CH:29]=[CH:28][CH:27]=[CH:26][C:25]=1[N:30]=[C:31]=[O:32]>C1(C)C=CC=CC=1>[F:23][C:24]1[CH:29]=[CH:28][CH:27]=[CH:26][C:25]=1[NH:30][C:31]([NH:22][C:19]1[CH:18]=[CH:17][C:16]([O:15][C:6]2[C:5]3[C:10](=[CH:11][C:12]([O:13][CH3:14])=[C:3]([O:2][CH3:1])[CH:4]=3)[N:9]=[CH:8][CH:7]=2)=[CH:21][CH:20]=1)=[O:32]. Procedure: 6,7-Dimethoxy-4-(4-aminophenoxy)quinoline (51 mg) was dissolved in toluene (5 ml) with heat, 2-fluorophenyl isocyanate (0.2 ml) was added, and the admixture was refluxed with heat for 15 minutes. The resulting residue was purified by column chromatography on silica gel eluting with chloroform/acetone (10/1) to obtain 54 mg of the title compound (yield: 73%). Starting materials: BrC1=CC=C(C=C1)C(F)(F)F (1-bromo-4-(trifluoromethyl)benzene), C(C)(C)(C)OC(=O)N[C@@H](C)C(=O)N(C)OC (N2-(tert-butoxycarbonyl)-N-methoxy-N-methyl-L-alaninamide). Run in C1CCOC1 (THF), C1CCOC1 (THF). Run at time 4 hour. Reported procedure: To a stirred mixture of isopropylmagnesium chloride-lithium chloride complex (14% wt 1 M solution, 726 mg, 5 mmol, 5 ml) and THF (5 ml) was added 1-bromo-4-(trifluoromethyl)benzene (1.125 g, 5 mmol) under argon. The stirring was continued at r.t. for 4 h. A solution of N2-(tert-butoxycarbonyl)-N-methoxy-N-methyl-L-alaninamide (232 mg, 1 mmol) in THF (10 ml) was added dropwise, and the stirring was continued overnight at r.t. Then the reaction mixture was quenched with sat. aq. NH4Cl (20 ml), and... RXN SMILES: Br[C:2]1[CH:7]=[CH:6][C:5]([C:8]([F:11])([F:10])[F:9])=[CH:4][CH:3]=1.[C:12]([O:16][C:17]([NH:19][C@H:20]([C:22](N(OC)C)=[O:23])[CH3:21])=[O:18])([CH3:15])([CH3:14])[CH3:13]>C1COCC1>[CH3:21][C@H:20]([NH:19][C:17](=[O:18])[O:16][C:12]([CH3:15])([CH3:14])[CH3:13])[C:22](=[O:23])[C:2]1[CH:7]=[CH:6][C:5]([C:8]([F:11])([F:10])[F:9])=[CH:4][CH:3]=1. The product is C[C@@H](C(C1=CC=C(C=C1)C(F)(F)F)=O)NC(OC(C)(C)C)=O (tert-Butyl {(1S)-1-methyl-2-oxo-2-[4-(trifluoromethyl)phenyl]ethyl}carbamate). Reactants: CC(C)(C)OC(=O)N1CCC(CO)CC1, C1CCOC1, CS(=O)(=O)c1ccc(-c2ccc(O)cc2)cn1, CC(C)OC(=O)N=NC(=O)OC(C)C, c1ccc(P(c2ccccc2)c2ccccc2)cc1. Yields the product CC(C)(C)OC(=O)N1CCC(COc2ccc(-c3ccc(S(C)(=O)=O)nc3)cc2)CC1. As a reaction SMILES: [C:18](=[O:19])([O:20][C:21]([CH3:22])([CH3:23])[CH3:24])[N:25]1[CH2:26][CH2:27][CH:28]([CH2:31][OH:32])[CH2:29][CH2:30]1.[CH2:66]1[O:67][CH2:68][CH2:69][CH2:70]1.[CH3:1][S:2](=[O:3])(=[O:4])[c:5]1[cH:6][cH:7][c:8](-[c:11]2[cH:12][cH:13][c:14]([OH:17])[cH:15][cH:16]2)[cH:9][n:10]1.[O:52]=[C:53]([O:54][CH:55]([CH3:56])[CH3:57])[N:58]=[N:59][C:60]([O:61][CH:62]([CH3:63])[CH3:64])=[O:65].[c:33]1([P:34]([c:35]2[cH:36][cH:37][cH:38][cH:39][cH:40]2)[c:41]2[cH:42][cH:43][cH:44][cH:45][cH:46]2)[cH:47][cH:48][cH:49][cH:50][cH:51]1>>[CH3:1][S:2](=[O:3])(=[O:4])[c:5]1[cH:6][cH:7][c:8](-[c:11]2[cH:12][cH:13][c:14]([O:17][CH2:31][CH:28]3[CH2:27][CH2:26][N:25]([C:18](=[O:19])[O:20][C:21]([CH3:22])([CH3:23])[CH3:24])[CH2:30][CH2:29]3)[cH:15][cH:16]2)[cH:9][n:10]1. The reactants are O(C)C=1C=C(CCN)C=CC1 (3-methoxylphenethylamine), C=O (paraformaldehyde). Run in C(=O)O (formic acid). Run at time 24 hour. Product: COC=1C=C2CCNCC2=CC1 (6-methoxy-1,2,3,4-tetrahydroisoquinoline). As a reaction SMILES: [O:1]([C:3]1[CH:4]=[C:5]([CH:9]=[CH:10][CH:11]=1)[CH2:6][CH2:7][NH2:8])[CH3:2].[CH2:12]=O>C(O)=O>[CH3:2][O:1][C:3]1[CH:4]=[C:5]2[C:9](=[CH:10][CH:11]=1)[CH2:12][NH:8][CH2:7][CH2:6]2. Procedure details: To the solution of 3-methoxylphenethylamine (15.1 g, 0.1 mol) in formic acid (100 ml) at rt is added paraformaldehyde (3.0 g, 0.1 mol, 1.0 eq.). The resulting mixture is stirred at 40˜50° C. for 24 hr. After the reaction is completed, the formic acid is evaporated and the residue is diluted with water (200 ml), basified with sodium hydroxide solution (10.0N, 10.5 ml) to pH=10, and extracted with EtOAc. The combined organic layers are washed with water and brine and dried over sodium sulfate, and... The reactants are ice water, COC1=CC=2C3=C(NC2C=C1)CCN(C3)C (8-methoxy-2-methyl-2,3,4,5-tetrahydro-1H-pyrido[4,3-b]indole), CC1(OC1)C1=CC=NC=C1 (4-(2-Methyloxiran-2-yl)pyridine), [H-].[Na+] (NaH). The solvent is CN(C)C=O (DMF). Run at time 5 minute. The product is COC1=CC=2C3=C(N(C2C=C1)CC(C)(O)C1=CC=NC=C1)CCN(C3)C (1-(8-methoxy-2-methyl-3,4-dihydro-1H-pyrido[4,3-b]indol-5(2H)-yl)-2-(pyridin-4-yl)propan-2-ol). RXN SMILES: [CH3:1][O:2][C:3]1[CH:11]=[CH:10][C:9]2[NH:8][C:7]3[CH2:12][CH2:13][N:14]([CH3:16])[CH2:15][C:6]=3[C:5]=2[CH:4]=1.[H-].[Na+].[CH3:19][C:20]1([C:23]2[CH:28]=[CH:27][N:26]=[CH:25][CH:24]=2)[CH2:22][O:21]1>CN(C=O)C>[CH3:1][O:2][C:3]1[CH:11]=[CH:10][C:9]2[N:8]([CH2:19][C:20]([C:23]3[CH:28]=[CH:27][N:26]=[CH:25][CH:24]=3)([OH:21])[CH3:22])[C:7]3[CH2:12][CH2:13][N:14]([CH3:16])[CH2:15][C:6]=3[C:5]=2[CH:4]=1 |f:1.2|. Reported procedure: A flask was charged with 8-methoxy-2-methyl-2,3,4,5-tetrahydro-1H-pyrido[4,3-b]indole (1.5 g, 6.9 mmol) in DMF (15 mL) and stirred for 5 min. To this was added NaH (60% in hexane) (828 mg, 20 mmol) and the mixture stirred at RT for 10 min. 4-(2-Methyloxiran-2-yl)pyridine (1.89 g, 13.8 mmol) was added and the mixture stirred at RT for 16 h. The progress of reaction was monitored by TLC. The reaction mixture was poured into ice water and filtered. The filtrate was washed with water and concentrate... The reactants are ClCl (chlorine), C22H21Cl2N5O3, ClC1=C(C(=O)O)C=CC(=C1)C(=O)NC(C)C1=NC2=C(N1)C=CC(=C2)Cl (rac.-2-chloro-4-{N-[1-(5-chloro-1H-benzimidazol-2-yl)ethyl]aminocarbonyl}benzoic acid), CN(C)C(=[N+](C)C)ON1C2=C(C=CC=C2)N=N1.[B-](F)(F)(F)F (TBTU), C(C)(C)N(CC)C(C)C (diisopropylethylamine), S-prolinamide, O1CCCC1 (tetrahydrofuran). Solvent: ClCCl.C(C)O (dichloromethane ethanol). Product: ClC1=CC2=C(NC(=N2)C(C)NC(C2=CC(=C(C=C2)C(=O)N2[C@@H](CCC2)C(=O)N)Cl)=O)C=C1 (N-[(1R/S)-1-(5-chloro-1H-benzimidazol-2-yl)ethyl]-3-chloro-4-[(2S)-2-aminocarbonylpyrrolidin-1-ylcarbonyl]benzamide). The yield is 31.0%. Reaction SMILES: [Cl:1][C:2]1[CH:10]=[C:9]([C:11]([NH:13][CH:14]([C:16]2[NH:20][C:19]3[CH:21]=[CH:22][C:23]([Cl:25])=[CH:24][C:18]=3[N:17]=2)[CH3:15])=[O:12])[CH:8]=[CH:7][C:3]=1[C:4]([OH:6])=O.CN(C(O[N:34]1N=[N:41][C:36]2C=[CH:38][CH:39]=[CH:40][C:35]1=2)=[N+](C)C)C.[B-](F)(F)(F)F.C(N(C(C)C)CC)(C)C.ClCl.[O:59]1CCCC1>ClCCl.C(O)C>[Cl:25][C:23]1[CH:22]=[CH:21][C:19]2[NH:20][C:16]([CH:14]([NH:13][C:11](=[O:12])[C:9]3[CH:8]=[CH:7][C:3]([C:4]([N:34]4[CH2:38][CH2:39][CH2:40][C@H:35]4[C:36]([NH2:41])=[O:59])=[O:6])=[C:2]([Cl:1])[CH:10]=3)[CH3:15])=[N:17][C:18]=2[CH:24]=1 |f:1.2,6.7|. Reported procedure: Prepared analogously to Example 1g from rac.-2-chloro-4-{N-[1-(5-chloro-1H-benzimidazol-2-yl)ethyl]aminocarbonyl}benzoic acid, TBTU, diisopropylethylamine, and S-prolinamide in tetrahydrofuran. Yield: 31%; Rf value: 0.15 (silica gel; dichloromethane/ethanol=9:1); C22H21Cl2N5O3 (474.35); mass spectrum: (M+H)+=474/476/478 (chlorine isotope). As a reaction SMILES: [NH2:1][C:2]1[CH:6]=[C:5]([Br:7])[S:4][C:3]=1[C:8]([O:10]C)=O.[N:12]1([C:18]#[N:19])[CH2:17][CH2:16][O:15][CH2:14][CH2:13]1.Cl.C1(OC)CCCC1>>[Br:7][C:5]1[S:4][C:3]2[C:8](=[O:10])[NH:19][C:18]([N:12]3[CH2:17][CH2:16][O:15][CH2:14][CH2:13]3)=[N:1][C:2]=2[CH:6]=1 |f:2.3|. The reactants are NC1=C(SC(=C1)Br)C(=O)OC (methyl 3-amino-5-bromothiophene-2-carboxylate), N1(CCOCC1)C#N (morpholine-4-carbonitrile), Cl.C1(CCCC1)OC (hydrochloric acid cyclopentylmethylether). Procedure: A mixture of methyl 3-amino-5-bromothiophene-2-carboxylate (200 mg) produced in Example 1, step C, morpholine-4-carbonitrile (0.17 mL) and 4M hydrochloric acid/cyclopentylmethylether solution (3.0 mL) was stirred at 110° C. for 4 hr. The reaction system was concentrated under reduced pressure, and saturated aqueous sodium hydrogen carbonate was added to the residue. The precipitate was collected by filtration and washed with water. The obtained pale-brown solid was washed with a mixed solvent of... The product is BrC1=CC=2N=C(NC(C2S1)=O)N1CCOCC1 (6-bromo-2-morpholin-4-ylthieno[3,2-d]pyrimidin-4(3H)-one). Run at temperature 110 celsius, time 4 hour.